This data is from the Open Reaction Database (ORD), a public repository of structured organic reaction records. The task is: describe an organic reaction: reactants, conditions, products, and yield The reactants are F[B-](F)(F)F, CC(=O)N1C(=O)Cc2ccc(Cl)cc21, CCN(C(C)C)C(C)C, Cn1cnc2cc(C(=O)O)ccc21, CN(C)C=O, O, CN(C)C(On1nnc2ccccc21)=[N+](C)C. The product is CC(=O)N1C(=O)C(=C(O)c2ccc3c(c2)ncn3C)c2ccc(Cl)cc21. RXN SMILES: [B-:28]([F:29])([F:30])([F:31])[F:32].[C:1]([CH3:2])(=[O:3])[N:4]1[C:5](=[O:14])[CH2:6][c:7]2[cH:8][cH:9][c:10]([Cl:13])[cH:11][c:12]21.[CH2:50]([N:51]([CH:52]([CH3:53])[CH3:54])[CH:55]([CH3:56])[CH3:57])[CH3:58].[CH3:15][n:16]1[cH:17][n:18][c:19]2[c:20]1[cH:21][cH:22][c:23]([C:25](=[O:26])[OH:27])[cH:24]2.[O:59]=[CH:60][N:61]([CH3:62])[CH3:63].[OH2:64].[n:33]1([O:34][C:35]([N:36]([CH3:37])[CH3:38])=[N+:39]([CH3:40])[CH3:41])[c:42]2[cH:43][cH:44][cH:45][cH:46][c:47]2[n:48][n:49]1>>[C:1]([CH3:2])(=[O:3])[N:4]1[C:5](=[O:14])[C:6](=[C:25]([c:23]2[cH:22][cH:21][c:20]3[n:16]([CH3:15])[cH:17][n:18][c:19]3[cH:24]2)[OH:26])[c:7]2[cH:8][cH:9][c:10]([Cl:13])[cH:11][c:12]21. The reactants are Cl (hydrochloric acid), C(C)(C)(C)C=1C=C(OCCCCC#N)C=C(C1O)C(C)(C)C (5-(3,5-di-t-butyl-4-hydroxyphenoxy)valeronitrile), [Cl-].C(C)[NH+](CC)CC (triethylammonium chloride), [N-]=[N+]=[N-].[Na+] (sodium azide). Solvent: CN1C(CCC1)=O (1-methylpyrrolidone), O (water). Reaction conditions: temperature 150 celsius. Product: C(C)(C)(C)C=1C=C(OCCCCC2=NN=NN2)C=C(C1O)C(C)(C)C (5-[4-(3,5-di-t-butyl-4-hydroxyphenoxy)butyl]tetrazole). Isolated yield 41.4%. RXN SMILES: [C:1]([C:5]1[CH:6]=[C:7]([CH:15]=[C:16]([C:19]([CH3:22])([CH3:21])[CH3:20])[C:17]=1[OH:18])[O:8][CH2:9][CH2:10][CH2:11][CH2:12][C:13]#[N:14])([CH3:4])([CH3:3])[CH3:2].[Cl-].C([NH+](CC)CC)C.[N-:31]=[N+:32]=[N-:33].[Na+].Cl>O.CN1CCCC1=O>[C:1]([C:5]1[CH:6]=[C:7]([CH:15]=[C:16]([C:19]([CH3:22])([CH3:21])[CH3:20])[C:17]=1[OH:18])[O:8][CH2:9][CH2:10][CH2:11][CH2:12][C:13]1[NH:33][N:32]=[N:31][N:14]=1)([CH3:4])([CH3:3])[CH3:2] |f:1.2,3.4|. Reported procedure: Under a nitrogen atmosphere, a mixture of 7.00 g (0.023 mole) of 5-(3,5-di-t-butyl-4-hydroxyphenoxy)valeronitrile, 4.73 g (0.034 mole) of triethylammonium chloride, 4,47 g (0.069 mole) of sodium azide and 200 ml of 1-methylpyrrolidone was heated at 150° C. for about 60 hours. The reaction mixture was cooled and then poured into 200 ml of water. The aqueous mixture was acidified to pH 1 with 10% hydrochloric acid and then extracted five times with 100 ml portions of diethyl ether. The diethyl eth... The reactants are OC(C(=O)OCC)CC=1C=NC2=CC(=CC=C2C1)OCC1=CC=CC=C1 (ethyl 2-hydroxy-3-(7-benzyloxy-3-quinolyl)propionate), C(O)([O-])=O.[Na+] (sodium hydrogen carbonate), Cl (hydrochloric acid), NC(=O)N (urea), C[O-].[Na+] (sodium methoxide). Solvent: O (water), C(C)O (ethanol). Conditions: time 1 hour. The product is C(C1=CC=CC=C1)OC1=CC=C2C=C(C=NC2=C1)CC1C(NC(O1)=O)=O (5-[(7-benzyloxy-3-quinolyl)methyl]oxazolidine-2,4dione). Yield: 68.5%. Reaction SMILES: [OH:1][CH:2]([CH2:8][C:9]1[CH:10]=[N:11][C:12]2[C:17]([CH:18]=1)=[CH:16][CH:15]=[C:14]([O:19][CH2:20][C:21]1[CH:26]=[CH:25][CH:24]=[CH:23][CH:22]=1)[CH:13]=2)[C:3](OCC)=[O:4].[NH2:27][C:28](N)=[O:29].C[O-].[Na+].C(=O)([O-])O.[Na+].Cl>C(O)C.O>[CH2:20]([O:19][C:14]1[CH:13]=[C:12]2[C:17]([CH:18]=[C:9]([CH2:8][CH:2]3[O:1][C:28](=[O:29])[NH:27][C:3]3=[O:4])[CH:10]=[N:11]2)=[CH:16][CH:15]=1)[C:21]1[CH:26]=[CH:25][CH:24]=[CH:23][CH:22]=1 |f:2.3,4.5|. Reported procedure: In ethanol (1.5 mL) were suspended ethyl 2-hydroxy-3-(7-benzyloxy-3-quinolyl)propionate (162 mg, 0.461 mmol.), urea (48.7 mg, 0.804 mmol.) and sodium methoxide (28% methanolic solution, 0.12 mL, 0.622 mmol.). The resulting suspension was stirred for one hour at room temperature, and then heated under reflux for 4 hours. The reaction mixture was cooled, and neutralized by addition of saturated aqueous sodium hydrogen carbonate solution after addition of 1N hydrochloric acid (1.0 mL) and water (2.... Reactants: O[Li].O (LiOH—H2O), O (Water), C(C1=CC=CC=C1)OC1=C(N=C2N(CC3CCC2(CC3)NC(=O)OCC3=CC=CC=C3)C1=O)C(=O)OCC (ethyl 3-(benzyloxy)-10-(((benzyloxy)carbonyl)amino)-4-oxo-4,6,7,8,9,10-hexahydro-7,10-ethanopyrimido[1,2-a]azepine-2-carboxylate), Intermediate 3, O (water). The product is C(C1=CC=CC=C1)OC1=C(N=C2N(CC3CCC2(CC3)NC(=O)OCC3=CC=CC=C3)C1=O)C(=O)O (3-(Benzyloxy)-10-(((benzyloxy)carbonyl)amino)-4-oxo-4,6,7,8,9,10-hexahydro-7,10-ethanopyrimido[1,2-a]azepine-2-carboxylic acid). The solvent is CCO (EtOH). Run at time 16 hour. Reported procedure: To a solution of ethyl 3-(benzyloxy)-10-(((benzyloxy)carbonyl)amino)-4-oxo-4,6,7,8,9,10-hexahydro-7,10-ethanopyrimido[1,2-a]azepine-2-carboxylate, Intermediate 3 (250 mg, 0.483 mmol) in EtOH (5 mL) was added water (1.250 mL) followed by LiOH—H2O (20.27 mg, 0.483 mmol) and the mixture was stirred at room temp for 16 h. Water (10 mL) was then added and the mixture was extracted with ether (100 mL). The aqueous layer was then acidified with 1N HCl and then extracted with ethyl acetate (2×100 mL), w... The yield is 76.0%. RXN SMILES: [CH2:1]([O:8][C:9]1[C:32](=[O:33])[N:13]2[CH2:14][CH:15]3[CH2:20][CH2:19][C:18]([NH:21][C:22]([O:24][CH2:25][C:26]4[CH:31]=[CH:30][CH:29]=[CH:28][CH:27]=4)=[O:23])([C:12]2=[N:11][C:10]=1[C:34]([O:36]CC)=[O:35])[CH2:17][CH2:16]3)[C:2]1[CH:7]=[CH:6][CH:5]=[CH:4][CH:3]=1.O.O[Li].O>CCO>[CH2:1]([O:8][C:9]1[C:32](=[O:33])[N:13]2[CH2:14][CH:15]3[CH2:16][CH2:17][C:18]([NH:21][C:22]([O:24][CH2:25][C:26]4[CH:31]=[CH:30][CH:29]=[CH:28][CH:27]=4)=[O:23])([C:12]2=[N:11][C:10]=1[C:34]([OH:36])=[O:35])[CH2:19][CH2:20]3)[C:2]1[CH:3]=[CH:4][CH:5]=[CH:6][CH:7]=1 |f:2.3|. The reactants are CCOC(=O)COc1ccc(CC(NC(=O)c2ccccc2)C(=O)NCCCCc2ccccc2)cc1[N+](=O)[O-], CCO, CCOC(C)=O, Cl, [Na+], [OH-], O. Yields the product O=C(O)COc1ccc(CC(NC(=O)c2ccccc2)C(=O)NCCCCc2ccccc2)cc1[N+](=O)[O-]. Reaction SMILES: [CH2:1]([CH3:2])[O:3][C:4]([CH2:5][O:6][c:7]1[c:8]([N+:37](=[O:38])[O-:39])[cH:9][c:10]([CH2:13][CH:14]([C:15]([NH:16][CH2:17][CH2:18][CH2:19][CH2:20][c:21]2[cH:22][cH:23][cH:24][cH:25][cH:26]2)=[O:27])[NH:28][C:29]([c:30]2[cH:31][cH:32][cH:33][cH:34][cH:35]2)=[O:36])[cH:11][cH:12]1)=[O:40].[CH3:43][CH2:44][OH:45].[CH3:47][CH2:48][O:49][C:50]([CH3:51])=[O:52].[ClH:53].[Na+:42].[OH-:41].[OH2:46]>>[O:3]=[C:4]([CH2:5][O:6][c:7]1[c:8]([N+:37](=[O:38])[O-:39])[cH:9][c:10]([CH2:13][CH:14]([C:15]([NH:16][CH2:17][CH2:18][CH2:19][CH2:20][c:21]2[cH:22][cH:23][cH:24][cH:25][cH:26]2)=[O:27])[NH:28][C:29]([c:30]2[cH:31][cH:32][cH:33][cH:34][cH:35]2)=[O:36])[cH:11][cH:12]1)[OH:40]. Yields the product CC1=C(C=C(C(=O)NC2=CC(=C(C=C2)CN2CCN(CC2)C)C(F)(F)F)C=C1)C#CC=1C=CC(=NC1)C=1NC(=CN1)C(F)(F)F (4-methyl-3-((2-(5-trifluoromethyl-1H-imidazol-2-yl)pyridin-5-yl)ethynyl)-N-[4-((4-methylpiperazin-1-yl)methyl)-3-trifluoromethylphenyl]benzamide). Procedure details: The title compound was prepared using 5-bromo-2-(5-trifluoromethyl-1H-imidazol-2-yl)pyridine and 3-ethynyl-4-methyl-N-[4-((4-methylpiperazin-1-yl)methyl)-3-trifluoromethylphenyl]benzamide as raw materials, according to the method described in Step 4 of Example 3. The reactants are BrC=1C=CC(=NC1)C=1NC(=CN1)C(F)(F)F (5-bromo-2-(5-trifluoromethyl-1H-imidazol-2-yl)pyridine), C(#C)C=1C=C(C(=O)NC2=CC(=C(C=C2)CN2CCN(CC2)C)C(F)(F)F)C=CC1C (3-ethynyl-4-methyl-N-[4-((4-methylpiperazin-1-yl)methyl)-3-trifluoromethylphenyl]benzamide). As a reaction SMILES: Br[C:2]1[CH:3]=[CH:4][C:5]([C:8]2[NH:9][C:10]([C:13]([F:16])([F:15])[F:14])=[CH:11][N:12]=2)=[N:6][CH:7]=1.[C:17]([C:19]1[CH:20]=[C:21]([CH:43]=[CH:44][C:45]=1[CH3:46])[C:22]([NH:24][C:25]1[CH:30]=[CH:29][C:28]([CH2:31][N:32]2[CH2:37][CH2:36][N:35]([CH3:38])[CH2:34][CH2:33]2)=[C:27]([C:39]([F:42])([F:41])[F:40])[CH:26]=1)=[O:23])#[CH:18]>>[CH3:46][C:45]1[CH:44]=[CH:43][C:21]([C:22]([NH:24][C:25]2[CH:30]=[CH:29][C:28]([CH2:31][N:32]3[CH2:37][CH2:36][N:35]([CH3:38])[CH2:34][CH2:33]3)=[C:27]([C:39]([F:40])([F:42])[F:41])[CH:26]=2)=[O:23])=[CH:20][C:19]=1[C:17]#[C:18][C:2]1[CH:3]=[CH:4][C:5]([C:8]2[NH:9][C:10]([C:13]([F:16])([F:15])[F:14])=[CH:11][N:12]=2)=[N:6][CH:7]=1. Product: Cc1ccc(C(=O)Nc2nccs2)cc1-c1nc(S(C)=O)nc2c1ccc(=O)n2-c1c(F)cccc1F. Reaction SMILES: [CH3:48][CH2:49][O:50][C:51]([CH3:52])=[O:53].[CH3:54][CH2:55][CH2:56][CH2:57][CH2:58][CH3:59].[Cl:60][CH2:61][Cl:62].[F:1][c:2]1[c:3](-[n:9]2[c:10](=[O:36])[cH:11][cH:12][c:13]3[c:14]2[n:15][c:16]([S:34][CH3:35])[n:17][c:18]3-[c:19]2[cH:20][c:21]([C:22](=[O:23])[NH:24][c:25]3[s:26][cH:27][cH:28][n:29]3)[cH:30][cH:31][c:32]2[CH3:33])[c:4]([F:8])[cH:5][cH:6][cH:7]1.[OH:37][O:38][C:39]([c:40]1[cH:41][c:42]([Cl:43])[cH:44][cH:45][cH:46]1)=[O:47]>>[F:1][c:2]1[c:3](-[n:9]2[c:10](=[O:36])[cH:11][cH:12][c:13]3[c:14]2[n:15][c:16]([S:34]([CH3:35])=[O:37])[n:17][c:18]3-[c:19]2[cH:20][c:21]([C:22](=[O:23])[NH:24][c:25]3[s:26][cH:27][cH:28][n:29]3)[cH:30][cH:31][c:32]2[CH3:33])[c:4]([F:8])[cH:5][cH:6][cH:7]1. Reactants: CCOC(C)=O, CCCCCC, ClCCl, CSc1nc(-c2cc(C(=O)Nc3nccs3)ccc2C)c2ccc(=O)n(-c3c(F)cccc3F)c2n1, O=C(OO)c1cccc(Cl)c1.